The task is: describe an organic reaction: reactants, conditions, products, and yield. This data is from the Open Reaction Database (ORD), a public repository of structured organic reaction records. Conditions: temperature 70 celsius, time 16 hour. Run in CN(C)C=O (DMF), CN(C)C=O (dmf), CN(C)C=O (DMF). Reagents/catalysts: O=C([O-])[O-].[Cs+].[Cs+] (cesium carbonate), [I-].[K+] (potassium iodide). Yields the product CC1=CC(OC(C)c2cccnc2)CC(C)(C)C1. Starting materials: CC(Cl)c1cccnc1, CC1=CC(O)CC(C)(C)C1. Starting materials: Br.NC1=C(CC2N(CCC3=CC(=C(C=C23)O)OC)C)C=CC(=C1)OC (1-(2'-Amino-4'-methoxybenzyl)-2-methyl-6-methoxy-7-hydroxy-1,2,3,4-tetrahydroisoquinoline Hydrobromide), C1=CC=C2CCN(C)C3CC4=CC=CC=C4C1=C23 (aporphine). Reagents/catalysts: Br (hydrogen bromide). Run in C(C)(=O)OCC (ethyl acetate). Yields the product Br.OC1=C(C=C2CCN(C)C3CC4=CC=C(C=C4C1=C23)OC)OC (1-Hydroxy-2,10-dimethoxyaporphine hydrobromide). Isolated yield 47.0%. Reaction SMILES: [BrH:1].N[C:3]1[CH:23]=[C:22]([O:24][CH3:25])[CH:21]=[CH:20][C:4]=1[CH2:5][CH:6]1[C:15]2[C:10](=[CH:11][C:12]([O:17][CH3:18])=[C:13]([OH:16])[CH:14]=2)[CH2:9][CH2:8][N:7]1[CH3:19].C1C2=C3C(CC4C2=CC=CC=4)N(C)CCC3=CC=1>C(OCC)(=O)C.Br>[BrH:1].[OH:16][C:13]1[C:14]2=[C:15]3[CH:6]([CH2:5][C:4]4[C:3]2=[CH:23][C:22]([O:24][CH3:25])=[CH:21][CH:20]=4)[N:7]([CH3:19])[CH2:8][CH2:9][C:10]3=[CH:11][C:12]=1[O:17][CH3:18] |f:0.1,5.6|. Procedure details: The diazotization and cyclization of 1-(2'-amino-4'-methoxybenzyl)-2-methyl-6-methoxy-7-hydroxy-1,2,3,4-tetrahydroisoquinoline hydrobromide (4f) was carried out as in Example XVIII, except that the only residue containing the crude aporphine was quickly passed through a short column of silica gel (10 g, backed in chloroform) and eluted with 5% methanol-chloroform. Evaporation of the organic solvents gave a residue which was dissolved in ethyl acetate and heated with a few drops of 48% hydrogen b...